From a dataset of the Open Reaction Database (ORD), a public repository of structured organic reaction records. describe an organic reaction: reactants, conditions, products, and yield Reactants: Cc1cccc2nc(C)n(C)c(=O)c12, CC(=O)OC(C)=O, O=Cc1ccc(C(=O)c2ccc(Cl)nc2)cc1. Yields the product Cc1cccc2nc(C=Cc3ccc(C(=O)c4ccc(Cl)nc4)cc3)n(C)c(=O)c12. RXN SMILES: [CH3:1][c:2]1[n:3][c:4]2[cH:5][cH:6][cH:7][c:8]([CH3:14])[c:9]2[c:10](=[O:13])[n:11]1[CH3:12].[CH3:32][C:33]([O:34][C:35](=[O:36])[CH3:37])=[O:38].[Cl:15][c:16]1[n:17][cH:18][c:19]([C:20](=[O:21])[c:22]2[cH:23][cH:24][c:25]([CH:26]=[O:27])[cH:28][cH:29]2)[cH:30][cH:31]1>>[CH:1]([c:2]1[n:3][c:4]2[cH:5][cH:6][cH:7][c:8]([CH3:14])[c:9]2[c:10](=[O:13])[n:11]1[CH3:12])=[CH:26][c:25]1[cH:24][cH:23][c:22]([C:20]([c:19]2[cH:18][n:17][c:16]([Cl:15])[cH:31][cH:30]2)=[O:21])[cH:29][cH:28]1. Starting materials: C=1C=CC2=C(C1)N=NN2O (HOBt), C1CCC(CC1)N=C=NC2CCCCC2 (DCCI), N([C@@H](CC1=CC=CC=C1)C(=O)N[C@@H](CC1=CNC=N1)C(=O)O)C(=O)OCC1=CC=CC=C1 (Z-Phe-His-OH), N[C@@H](CC(C)C)C(=O)N[C@@H](C(C)C)C(=O)O.C(N)(=O)C=1C=C(OCC[NH-])C=CC1O (H-Leu-Val 2-(3-carbamoyl-4-hydroxyphenoxy)-ethyl amide). Product: N([C@@H](CC1=CC=CC=C1)C(=O)N[C@@H](CC1=CNC=N1)C(=O)N[C@@H](CC(C)C)C(=O)N[C@@H](C(C)C)C(=O)O)C(=O)OCC1=CC=CC=C1.C(N)(=O)C=1C=C(OCC[NH-])C=CC1O (Z-Phe-His-Leu-Val 2-(3-carbamoyl-4-hydroxyphenoxy)-ethyl amide), B7. RXN SMILES: [NH:1]([C:23]([O:25][CH2:26][C:27]1[CH:32]=[CH:31][CH:30]=[CH:29][CH:28]=1)=[O:24])[C@H:2]([C:10]([NH:12][C@H:13]([C:20](O)=[O:21])[CH2:14][C:15]1[N:19]=[CH:18][NH:17][CH:16]=1)=[O:11])[CH2:3][C:4]1[CH:9]=[CH:8][CH:7]=[CH:6][CH:5]=1.[NH2:33][C@H:34]([C:39]([NH:41][C@H:42]([C:46]([OH:48])=[O:47])[CH:43]([CH3:45])[CH3:44])=[O:40])[CH2:35][CH:36]([CH3:38])[CH3:37].[C:49]([C:52]1[CH:53]=[C:54]([CH:59]=[CH:60][C:61]=1[OH:62])[O:55][CH2:56][CH2:57][NH-:58])(=[O:51])[NH2:50].C1C=CC2N(O)N=NC=2C=1.C1CCC(N=C=NC2CCCCC2)CC1>>[NH:1]([C:23]([O:25][CH2:26][C:27]1[CH:32]=[CH:31][CH:30]=[CH:29][CH:28]=1)=[O:24])[C@H:2]([C:10]([NH:12][C@H:13]([C:20]([NH:33][C@H:34]([C:39]([NH:41][C@H:42]([C:46]([OH:48])=[O:47])[CH:43]([CH3:44])[CH3:45])=[O:40])[CH2:35][CH:36]([CH3:37])[CH3:38])=[O:21])[CH2:14][C:15]1[N:19]=[CH:18][NH:17][CH:16]=1)=[O:11])[CH2:3][C:4]1[CH:9]=[CH:8][CH:7]=[CH:6][CH:5]=1.[C:49]([C:52]1[CH:53]=[C:54]([CH:59]=[CH:60][C:61]=1[OH:62])[O:55][CH2:56][CH2:57][NH-:58])(=[O:51])[NH2:50] |f:1.2,5.6|. Reported procedure: In a manner analogous to that described in Example 1, using as starting materials 132 mg of Z-Phe-His-OH, 95 mg of H-Leu-Val-2-(3-carbamoyl-4-hydroxyphenoxy)-ethyl amide, 46 mg of HOBt and 72 mg of DCCI, the title compound is obtained after flash chromatography (65 g of silica gel 60, 40-63 μm, eluant system B7). Rf (B7)=0.21, Rf (B11)=0.56. Starting materials: NC=1C(=C(C(=NC1NCC)C)C(=O)OCC)Cl (5-amino-6-ethylamino-4-chloro-2-methylpyridine-3-carboxylic acid, ethyl ester), C(C)OC(OCC)OCC (orthoformic acid triethyl ester). Yields the product ClC1=C2C(=NC(=C1C(=O)OCC)C)N(C=N2)CC (7-chloro-3-ethyl-5-methyl-3H-imidazo[4,5-b]pyridine-6-carboxylic acid, ethyl ester). RXN SMILES: [NH2:1][C:2]1[C:3]([Cl:17])=[C:4]([C:12]([O:14][CH2:15][CH3:16])=[O:13])[C:5]([CH3:11])=[N:6][C:7]=1[NH:8][CH2:9][CH3:10].[CH2:18](OC(OCC)OCC)C>>[Cl:17][C:3]1[C:4]([C:12]([O:14][CH2:15][CH3:16])=[O:13])=[C:5]([CH3:11])[N:6]=[C:7]2[N:8]([CH2:9][CH3:10])[CH:18]=[N:1][C:2]=12. Procedure details: 25.7 g. of 5-amino-6-ethylamino-4-chloro-2-methylpyridine-3-carboxylic acid, ethyl ester (0.1 mol.) is refluxed for 12 hours with 100 ml. of orthoformic acid triethyl ester with stirring. The excess ester is removed in vacuo and the oily residue distilled to obtain 7-chloro-3-ethyl-5-methyl-3H-imidazo[4,5-b]pyridine-6-carboxylic acid, ethyl ester, b.p. 195°/0.01. Yield 23 g. (86%). The reactants are C#CCBr, COc1cc2c(c(Cl)c1Cl)C(=O)C(C)C2, COCCOC, [H-], [Na+]. Yields the product C#CCC1(C)Cc2cc(OC)c(Cl)c(Cl)c2C1=O. As a reaction SMILES: [CH2:18]([C:19]#[CH:20])[Br:21].[CH3:1][CH:2]1[C:3](=[O:15])[c:4]2[c:5]([Cl:14])[c:6]([Cl:13])[c:7]([O:11][CH3:12])[cH:8][c:9]2[CH2:10]1.[CH3:22][O:23][CH2:24][CH2:25][O:26][CH3:27].[H-:16].[Na+:17]>>[CH3:1][C:2]1([CH2:20][C:19]#[CH:18])[C:3](=[O:15])[c:4]2[c:5]([Cl:14])[c:6]([Cl:13])[c:7]([O:11][CH3:12])[cH:8][c:9]2[CH2:10]1. Starting materials: CCOC(=O)Cc1nnn(Cc2ccc(OC)cc2)n1, CO, [Li+], C1CCOC1, [OH-], O. Yields the product COc1ccc(Cn2nnc(CC(=O)O)n2)cc1. RXN SMILES: [CH3:1][O:2][c:3]1[cH:4][cH:5][c:6]([CH2:7][n:8]2[n:9][c:10]([CH2:13][C:14](=[O:15])[O:16][CH2:17][CH3:18])[n:11][n:12]2)[cH:19][cH:20]1.[CH3:23][OH:24].[Li+:21].[O:25]1[CH2:26][CH2:27][CH2:28][CH2:29]1.[OH-:22].[OH2:30]>>[CH3:1][O:2][c:3]1[cH:4][cH:5][c:6]([CH2:7][n:8]2[n:9][c:10]([CH2:13][C:14](=[O:15])[OH:16])[n:11][n:12]2)[cH:19][cH:20]1. Reactants: ClC1=NC=CC=N1 (2-chloropyrimidine), Br.Br.Br.NCCN1CCC(CC1)NC1=NC2=C(N1CC1=CC=C(C=C1)F)C=CC(=C2)O (2-[[1-(2-aminoethyl)-4-piperidinyl]amino]-1-[(4-fluorophenyl)methyl]-1H-benzimidazol-5-ol trihydrobromide), C(O)([O-])=O.[Na+] (sodium hydrogen carbonate). Run in C(C)O (ethanol). The product is N1=CNC2=C1C=CC(=C2)O (benzimidazol-5-ol). RXN SMILES: ClC1N=CC=CN=1.Br.Br.Br.NCCN1CCC(N[C:21]2[N:25](CC3C=CC(F)=CC=3)[C:24]3[CH:34]=[CH:35][C:36]([OH:38])=[CH:37][C:23]=3[N:22]=2)CC1.C(=O)([O-])O.[Na+]>C(O)C>[N:25]1[C:24]2[CH:34]=[CH:35][C:36]([OH:38])=[CH:37][C:23]=2[NH:22][CH:21]=1 |f:1.2.3.4,5.6|. Reported procedure: A mixture of 1.7 parts of 2-chloropyrimidine, 9.66 parts of 2-[[1-(2-aminoethyl)-4-piperidinyl]amino]-1-[(4-fluorophenyl)methyl]-1H-benzimidazol-5-ol trihydrobromide, 5 parts of sodium hydrogen carbonate and 80 parts of ethanol was stirred and refluxed overnight. The reaction mixture was evaporated and the residue was taken up in trichloromethane. The organic phase was washed with water, dried, filtered and evaporated. The residue was crystallized from a mixture of acetonitrile and methanol, yie... The reactants are CS(=O)(=O)NC1=CC2=C(C(C(CO2)SC)=O)C=C1OC1=CC=CC=C1 (2,3-dihydro-7-methylsulfonylamino-3-methylthio-6-phenoxy-4H-1-benzopyran-4-one), ClC=1C(C(=C(C(C1Cl)=O)C#N)C#N)=O (2,3-dichloro-5,6-dicyano-1,4-benzoquinone). Run in O1CCOCC1 (dioxane). Yields the product CS(=O)(=O)NC1=CC2=C(C(C(=CO2)SC)=O)C=C1OC1=CC=CC=C1 (7-methylsulfonylamino-3-methylthio-6-phenoxy-4H-1-benzopyran-4-one). The yield is 46.0%. RXN SMILES: [CH3:1][S:2]([NH:5][C:6]1[C:18]([O:19][C:20]2[CH:25]=[CH:24][CH:23]=[CH:22][CH:21]=2)=[CH:17][C:9]2[C:10](=[O:16])[CH:11]([S:14][CH3:15])[CH2:12][O:13][C:8]=2[CH:7]=1)(=[O:4])=[O:3].ClC1C(=O)C(C#N)=C(C#N)C(=O)C=1Cl>O1CCOCC1>[CH3:1][S:2]([NH:5][C:6]1[C:18]([O:19][C:20]2[CH:25]=[CH:24][CH:23]=[CH:22][CH:21]=2)=[CH:17][C:9]2[C:10](=[O:16])[C:11]([S:14][CH3:15])=[CH:12][O:13][C:8]=2[CH:7]=1)(=[O:3])=[O:4]. Procedure details: 350 mg of 2,3-dihydro-7-methylsulfonylamino-3-methylthio-6-phenoxy-4H-1-benzopyran-4-one and 1.08 g of 2,3-dichloro-5,6-dicyano-1,4-benzoquinone were refluxed in 14 ml of dioxane for 9 hours. The solvent was removed by distillation under reduced pressure. The residue was purified by a column chromatography (eluant: a 10 : 1 mixture of toluene and ethyl acetate) to obtain 160 mg (yield: 45.7%) of 7-methylsulfonylamino-3-methylthio-6-phenoxy-4H-1-benzopyran-4-one [Compound No. 4]. Starting materials: CC(C)(C)OC(=O)NC(CCCN)C(N)=O, CCOCC, ClCCl, Cl, COc1ccc(C=C(C#N)c2cc(OC)c(OC)c(OC)c2)cc1N, C1COCCO1. Yields the product Cl, COc1ccc(C=C(C#N)c2cc(OC)c(OC)c(OC)c2)cc1N, NCCCC(N)C(N)=O. Reaction SMILES: [C:1]([O:2][C:3]([CH3:4])([CH3:5])[CH3:6])(=[O:7])[NH:8][CH:9]([CH2:10][CH2:11][CH2:12][NH2:13])[C:14](=[O:15])[NH2:16].[CH3:49][CH2:50][O:51][CH2:52][CH3:53].[Cl:54][CH2:55][Cl:56].[ClH:42].[NH2:17][c:18]1[cH:19][c:20]([CH:26]=[C:27]([C:28]#[N:29])[c:30]2[cH:31][c:32]([O:40][CH3:41])[c:33]([O:38][CH3:39])[c:34]([O:36][CH3:37])[cH:35]2)[cH:21][cH:22][c:23]1[O:24][CH3:25].[O:43]1[CH2:44][CH2:45][O:46][CH2:47][CH2:48]1>>[ClH:42].[NH2:17][c:18]1[cH:19][c:20]([CH:26]=[C:27]([C:28]#[N:29])[c:30]2[cH:31][c:32]([O:40][CH3:41])[c:33]([O:38][CH3:39])[c:34]([O:36][CH3:37])[cH:35]2)[cH:21][cH:22][c:23]1[O:24][CH3:25].[NH2:8][CH:9]([CH2:10][CH2:11][CH2:12][NH2:13])[C:14](=[O:15])[NH2:16]. Reactants: CC(C)(C)[O-], N#CCCl, [K+], C1CCOC1, Sc1nc2ccccc2s1. The product is N#CCSc1nc2ccccc2s1. Reaction SMILES: [CH3:11][C:12]([CH3:13])([O-:14])[CH3:15].[Cl:17][CH2:18][C:19]#[N:20].[K+:16].[O:21]1[CH2:22][CH2:23][CH2:24][CH2:25]1.[SH:1][c:2]1[s:3][c:4]2[c:5]([n:6]1)[cH:7][cH:8][cH:9][cH:10]2>>[S:1]([c:2]1[s:3][c:4]2[c:5]([n:6]1)[cH:7][cH:8][cH:9][cH:10]2)[CH2:18][C:19]#[N:20]. Starting materials: FC(CC(=O)Cl)=C(F)F (3,4,4-trifluoro-3-butenoyl chloride), O (water), C(CCC)N (n-butyl amine). Run in ClCCl (dichloromethane). Conditions: temperature 0 celsius. Yields the product C(CCC)NC(CC(=C(F)F)F)=O (N-butyl-3,4,4-trifluoro-3-butenamide). Isolated yield 92.6%. Reaction SMILES: [F:1][C:2](=[C:7]([F:9])[F:8])[CH2:3][C:4](Cl)=[O:5].O.[CH2:11]([NH2:15])[CH2:12][CH2:13][CH3:14]>ClCCl>[CH2:11]([NH:15][C:4](=[O:5])[CH2:3][C:2]([F:1])=[C:7]([F:9])[F:8])[CH2:12][CH2:13][CH3:14]. Procedure: 2.5 g (0. 0158 mole) 3,4,4-trifluoro-3-butenoyl chloride is added to a mixture of water (15 mL), dichloromethane (15 mL) and n-butyl amine (2.34 g, 0.032 mole) with stirring at 0° C. After stirring for 30 min, the organic layer is successively washed with 2N HCl, water, 5% sodium bicarbonate and brine, and dried. Evaporation of the solvent gave 2.85 g of title compound as a white solid, a 92% yield. m.p. 34°-36° C.